From a dataset of the Open Reaction Database (ORD), a public repository of structured organic reaction records. describe an organic reaction: reactants, conditions, products, and yield Reactants: FC1(CC=CC(=C1)F)OC#CC (2,4-difluoro-2-prop-ynyloxy-benzene), BrC1=C(C=C(C=C1)F)O (2-bromo-5-fluorphenol), 29f, BrC1=C(C=CC(=C1)F)OCC#C (2-Bromo-4-fluoro-1-prop-2-ynyloxy-benzene). Yields the product BrC1=C(C=C(C=C1)F)OCC#C (1-bromo-4-fluoro-2-prop-2-ynyloxy-benzene). Yield: 87.0%. Reaction SMILES: F[C:2]1([O:9][C:10]#[C:11][CH3:12])[CH:7]=[C:6]([F:8])[CH:5]=[CH:4][CH2:3]1.[Br:13]C1C=CC(F)=CC=1O.BrC1C=C(F)C=CC=1OCC#C>>[Br:13][C:3]1[CH:4]=[CH:5][C:6]([F:8])=[CH:7][C:2]=1[O:9][CH2:10][C:11]#[CH:12]. Procedure details: This compound was prepared analogously to 2,4-difluoro-2-prop-ynyloxy-benzene but using 2-bromo-5-fluorphenol (15 g, 78 mmol) to give 1-bromo-4-fluoro-2-prop-2-ynyloxy-benzene 15.6 g (87%) 29f) 2-Bromo-4-fluoro-1-prop-2-ynyloxy-benzene The reactants are N1CCOCC1 (Morpholine), ClC1=NC2=C(C(=N1)Cl)CCC2 (2,4-dichloro-6,7-dihydro-5H-cyclopentapyrimidine). The solvent is C(C)O (ethanol). Run at time 13 hour. Yields the product ClC1=NC2=C(C(=N1)N1CCOCC1)CCC2 (2-Chloro-4-morpholin-4-yl-6,7-dihydro-5H-cyclopentapyrimidine). The yield is 85.0%. RXN SMILES: [NH:1]1[CH2:6][CH2:5][O:4][CH2:3][CH2:2]1.[Cl:7][C:8]1[N:13]=[C:12](Cl)[C:11]2[CH2:15][CH2:16][CH2:17][C:10]=2[N:9]=1>C(O)C>[Cl:7][C:8]1[N:13]=[C:12]([N:1]2[CH2:6][CH2:5][O:4][CH2:3][CH2:2]2)[C:11]2[CH2:15][CH2:16][CH2:17][C:10]=2[N:9]=1. Procedure details: Morpholine (0.32 mL, 3.7 mmol) was added to a solution of 2,4-dichloro-6,7-dihydro-5H-cyclopentapyrimidine (0.5 g, 2.65 mmol) in anhydrous ethanol (5 mL) and stirred at a temperature in the range of 65° C. to 85° C. for 10 to 16 hours. Thereafter, the mixture was concentrated under reduced pressure and the crude was diluted with anhydrous ether. After standing at a temperature in the range of 5° C. to 10° C. for 2 hours, the precipitated solid was filtered and washed with ether. The solid was re... Starting materials: O=C([O-])[O-], C1COCCO1, Cc1ccccc1, Cl[Cu], Cl, [K+], [K+], N#Cc1ccccc1N, Nc1ccc2ccccc2n1, C1CCOC1, Cc1ccc(S(=O)(=O)O)cc1, c1ccccc1. The product is c1ccc2ncccc2c1. Reaction SMILES: [C:22](=[O:23])([O-:24])[O-:25].[CH2:41]1[O:42][CH2:43][CH2:44][O:45][CH2:46]1.[CH3:58][c:59]1[cH:60][cH:61][cH:62][cH:63][cH:64]1.[Cl:39][Cu:40].[ClH:10].[K+:26].[K+:27].[NH2:1][c:2]1[cH:3][cH:4][cH:5][cH:6][c:7]1[C:8]#[N:9].[NH2:28][c:29]1[n:30][c:31]2[cH:32][cH:33][cH:34][cH:35][c:36]2[cH:37][cH:38]1.[O:47]1[CH2:48][CH2:49][CH2:50][CH2:51]1.[c:11]1([CH3:12])[cH:13][cH:14][c:15]([S:16]([OH:17])(=[O:18])=[O:19])[cH:20][cH:21]1.[cH:52]1[cH:53][cH:54][cH:55][cH:56][cH:57]1>>[cH:29]1[n:30][c:31]2[cH:32][cH:33][cH:34][cH:35][c:36]2[cH:37][cH:38]1. The reactants are CC(c1ccc(Br)cc1)N(CCCC(O)c1ccccc1)C(=O)OC(C)(C)C, ClCCl, [Na+], [Na+], [Na+], O=C([O-])O, O=S([O-])([O-])=S. Product: CC(c1ccc(Br)cc1)N(CCCC(=O)c1ccccc1)C(=O)OC(C)(C)C. RXN SMILES: [Br:1][c:2]1[cH:3][cH:4][c:5]([CH:8]([CH3:9])[N:10]([C:11]([O:12][C:13]([CH3:14])([CH3:15])[CH3:16])=[O:17])[CH2:18][CH2:19][CH2:20][CH:21]([c:22]2[cH:23][cH:24][cH:25][cH:26][cH:27]2)[OH:28])[cH:6][cH:7]1.[Cl:41][CH2:42][Cl:43].[Na+:33].[Na+:34].[Na+:35].[O-:29][C:30]([OH:31])=[O:32].[O-:36][S:37]([O-:38])(=[S:39])=[O:40]>>[Br:1][c:2]1[cH:3][cH:4][c:5]([CH:8]([CH3:9])[N:10]([C:11]([O:12][C:13]([CH3:14])([CH3:15])[CH3:16])=[O:17])[CH2:18][CH2:19][CH2:20][C:21]([c:22]2[cH:23][cH:24][cH:25][cH:26][cH:27]2)=[O:28])[cH:6][cH:7]1. The reactants are [Li+].[OH-] (LiOH), C(C)C1=NC(=CC2=CC(=C(C=C12)OC)OC)O (1-ethyl-6,7-dimethoxyisoquinolin-3-ol), 47022, Cl.ClCC=1C=NC2=CC=CC=C2C1 (3-(chloromethyl)quinoline hydrochloride), Cl.ClCC=1C(=NC2=CC=C(C=C2C1)OC)NCCOC (3-(Chloromethyl)-6-methoxy-N-(2-methoxyethyl)quinolin-2-amine hydrochloride). Run in C1CCOC1 (THF). Yields the product C(C)C1=NC(=C(C2=CC(=C(C=C12)OC)OC)CC=1C=NC2=CC=CC=C2C1)O (1-ethyl-6,7-dimethoxy-4-(quinolin-3-ylmethyl)isoquinolin-3-ol). RXN SMILES: [CH2:1]([C:3]1[C:12]2[C:7](=[CH:8][C:9]([O:15][CH3:16])=[C:10]([O:13][CH3:14])[CH:11]=2)[CH:6]=[C:5]([OH:17])[N:4]=1)[CH3:2].Cl.Cl[CH2:20][C:21]1[CH:22]=[N:23][C:24]2[C:29]([CH:30]=1)=[CH:28][CH:27]=[CH:26][CH:25]=2.Cl.ClCC1C(NCCOC)=NC2C(C=1)=CC(OC)=CC=2.[Li+].[OH-]>C1COCC1>[CH2:1]([C:3]1[C:12]2[C:7](=[CH:8][C:9]([O:15][CH3:16])=[C:10]([O:13][CH3:14])[CH:11]=2)[C:6]([CH2:20][C:21]2[CH:22]=[N:23][C:24]3[C:29]([CH:30]=2)=[CH:28][CH:27]=[CH:26][CH:25]=3)=[C:5]([OH:17])[N:4]=1)[CH3:2] |f:1.2,3.4,5.6|. Procedure: To a solution of 1-ethyl-6,7-dimethoxyisoquinolin-3-ol SLA 47022 (436 mg, 1.9 mmol) in THF (13 mL) in a 20 mL microwave vial equipped with a magnetic stirrer was added 3-(chloromethyl)quinoline hydrochloride SLA 47064B (400 mg, 1.9 mmol) and a 2 N aq. LiOH solution (1.90 mL, 3.80 mmol) and the mixture was stirred at 160° C. for 1.5 h under microwave irradiation. After cooling to RT, THF was removed at 40° C. under vacuum and the residue was taken up in CH2Cl2 (50 mL), washed with brine (10 mL), ...